describe an organic reaction: reactants, conditions, products, and yield From a dataset of the Open Reaction Database (ORD), a public repository of structured organic reaction records. Starting materials: COc1ccc(CC#N)cc1Br, O=C([O-])[O-], CCB(CC)CC, CN(C)C=O, [K+], [K+], O. Yields the product CCc1cc(CC#N)ccc1OC. As a reaction SMILES: [Br:6][c:7]1[cH:8][c:9]([CH2:10][C:11]#[N:12])[cH:13][cH:14][c:15]1[O:16][CH3:17].[C:18](=[O:19])([O-:20])[O-:21].[CH2:24]([CH3:25])[B:26]([CH2:27][CH3:28])[CH2:29][CH3:30].[CH3:1][N:2]([CH3:3])[CH:4]=[O:5].[K+:22].[K+:23].[OH2:31]>>[c:7]1([CH2:24][CH3:25])[cH:8][c:9]([CH2:10][C:11]#[N:12])[cH:13][cH:14][c:15]1[O:16][CH3:17]. Reactants: BrB(Br)Br, COc1ccc2oc(-c3ccc(N(C)C)nc3)nc2c1, ClCCl, [Na+], O=C([O-])O. The product is CN(C)c1ccc(-c2nc3cc(O)ccc3o2)cn1. RXN SMILES: [B:21]([Br:22])([Br:23])[Br:24].[CH3:1][O:2][c:3]1[cH:4][cH:5][c:6]2[c:7]([n:8][c:9](-[c:11]3[cH:12][cH:13][c:14]([N:17]([CH3:18])[CH3:19])[n:15][cH:16]3)[o:10]2)[cH:20]1.[Cl:30][CH2:31][Cl:32].[Na+:29].[O-:25][C:26]([OH:27])=[O:28]>>[OH:2][c:3]1[cH:4][cH:5][c:6]2[c:7]([n:8][c:9](-[c:11]3[cH:12][cH:13][c:14]([N:17]([CH3:18])[CH3:19])[n:15][cH:16]3)[o:10]2)[cH:20]1. Starting materials: O=C([O-])[O-], O=C1CN(c2ccc(I)cc2OCc2ccccc2)S(=O)(=O)N1, COCCOC, CC(C)[Si](C(C)C)(C(C)C)n1ccc(B(O)O)c1, [Na+], [Na+], c1ccc(P(c2ccccc2)(c2ccccc2)[Pd](P(c2ccccc2)(c2ccccc2)c2ccccc2)(P(c2ccccc2)(c2ccccc2)c2ccccc2)P(c2ccccc2)(c2ccccc2)c2ccccc2)cc1. Yields the product CC(C)[Si](C(C)C)(C(C)C)n1ccc(-c2ccc(N3CC(=O)NS3(=O)=O)c(OCc3ccccc3)c2)c1. RXN SMILES: [C:42](=[O:43])([O-:44])[O-:45].[CH2:1]([c:2]1[cH:3][cH:4][cH:5][cH:6][cH:7]1)[O:8][c:9]1[c:10]([N:16]2[CH2:17][C:18](=[O:23])[NH:19][S:20]2(=[O:21])=[O:22])[cH:11][cH:12][c:13]([I:15])[cH:14]1.[CH3:48][O:49][CH2:50][CH2:51][O:52][CH3:53].[CH:24]([CH3:25])([CH3:26])[Si:27]([n:28]1[cH:29][c:30]([B:33]([OH:34])[OH:35])[cH:31][cH:32]1)([CH:36]([CH3:37])[CH3:38])[CH:39]([CH3:40])[CH3:41].[Na+:46].[Na+:47].[cH:54]1[cH:55][cH:56][c:57]([P:58]([Pd:59]([P:60]([c:61]2[cH:62][cH:63][cH:64][cH:65][cH:66]2)([c:67]2[cH:68][cH:69][cH:70][cH:71][cH:72]2)[c:73]2[cH:74][cH:75][cH:76][cH:77][cH:78]2)([P:79]([c:80]2[cH:81][cH:82][cH:83][cH:84][cH:85]2)([c:86]2[cH:87][cH:88][cH:89][cH:90][cH:91]2)[c:92]2[cH:93][cH:94][cH:95][cH:96][cH:97]2)[P:98]([c:99]2[cH:100][cH:101][cH:102][cH:103][cH:104]2)([c:105]2[cH:106][cH:107][cH:108][cH:109][cH:110]2)[c:111]2[cH:112][cH:113][cH:114][cH:115][cH:116]2)([c:117]2[cH:118][cH:119][cH:120][cH:121][cH:122]2)[c:123]2[cH:124][cH:125][cH:126][cH:127][cH:128]2)[cH:129][cH:130]1>>[CH2:1]([c:2]1[cH:3][cH:4][cH:5][cH:6][cH:7]1)[O:8][c:9]1[c:10]([N:16]2[CH2:17][C:18](=[O:23])[NH:19][S:20]2(=[O:21])=[O:22])[cH:11][cH:12][c:13](-[c:30]2[cH:29][n:28]([Si:27]([CH:24]([CH3:25])[CH3:26])([CH:36]([CH3:37])[CH3:38])[CH:39]([CH3:40])[CH3:41])[cH:32][cH:31]2)[cH:14]1. As a reaction SMILES: [C:1]([NH:4][C:5]1[CH:12]=[C:11]([Cl:13])[CH:10]=[CH:9][C:6]=1[C:7]#[N:8])(=[O:3])[CH3:2].[N+:14]([O-])([OH:16])=[O:15]>>[C:1]([NH:4][C:5]1[CH:12]=[C:11]([Cl:13])[C:10]([N+:14]([O-:16])=[O:15])=[CH:9][C:6]=1[C:7]#[N:8])(=[O:3])[CH3:2]. The solvent is ice water. Starting materials: C(C)(=O)NC1=C(C#N)C=CC(=C1)Cl (2-acetylamino-4-chlorobenzonitrile), [N+](=O)(O)[O-] (nitric acid). Procedure details: 25 g of 2-acetylamino-4-chlorobenzonitrile obtained in Step (3) above was added little by little to 200 ml of fuming nitric acid which had been cooled at 0° C. After the completion of the addition, the mixture was reacted for 30 minutes, and then the reaction solution was poured into 1 liter of ice water. The crystals thus-deposited were collected by filtration, washed thoroughly with water and dried. Yield: 22.2 g (72.4%). Reaction conditions: temperature 0 celsius. The product is C(C)(=O)NC1=C(C#N)C=C(C(=C1)Cl)[N+](=O)[O-] (2-acetylamino-4-chloro-5-nitrobenzonitrile). The reactants are CC(C)(C)OC(=O)N1CCNCC1, N#Cc1nc(Cl)c(Cl)nc1C#N, C1CCOC1. Yields the product CC(C)(C)OC(=O)N1CCN(c2nc(C#N)c(C#N)nc2Cl)CC1. Reaction SMILES: [C:1](=[O:2])([O:3][C:4]([CH3:5])([CH3:6])[CH3:7])[N:8]1[CH2:9][CH2:10][NH:11][CH2:12][CH2:13]1.[Cl:14][c:15]1[n:16][c:17]([C:24]#[N:25])[c:18]([C:22]#[N:23])[n:19][c:20]1[Cl:21].[O:26]1[CH2:27][CH2:28][CH2:29][CH2:30]1>>[C:1](=[O:2])([O:3][C:4]([CH3:5])([CH3:6])[CH3:7])[N:8]1[CH2:9][CH2:10][N:11]([c:20]2[c:15]([Cl:14])[n:16][c:17]([C:24]#[N:25])[c:18]([C:22]#[N:23])[n:19]2)[CH2:12][CH2:13]1.